From a dataset of the Open Reaction Database (ORD), a public repository of structured organic reaction records. describe an organic reaction: reactants, conditions, products, and yield Reactants: C(C)(=O)OCC (ethyl acetate), CO (methanol), ClC1=CC=C2C(NC(NC2=C1)=O)=O (7-chloro-2,4-dioxo-1,2,3,4-tetrahydroquinazoline), C[Si](N[Si](C)(C)C)(C)C (hexamethyldisilazane). Reagents/catalysts: S(O)(O)(=O)=O (sulfuric acid). Solvent: C1(=CC=CC=C1)C (toluene). Run at time 6 hour. Product: ClC1=CC=C2C(NC(N(C2=C1)CC(=O)OCC)=O)=O (ethyl 2-(7-chloro-2,4-dioxo-1,2,3,4-tetrahydroquinazolin-1-yl)acetate). RXN SMILES: [Cl:1][C:2]1[CH:11]=[C:10]2[C:5]([C:6](=[O:13])[NH:7][C:8](=[O:12])[NH:9]2)=[CH:4][CH:3]=1.C[Si](C)(C)N[Si](C)(C)C.[C:23]([O:26][CH2:27][CH3:28])(=[O:25])[CH3:24].CO>C1(C)C=CC=CC=1.S(=O)(=O)(O)O>[Cl:1][C:2]1[CH:11]=[C:10]2[C:5]([C:6](=[O:13])[NH:7][C:8](=[O:12])[N:9]2[CH2:24][C:23]([O:26][CH2:27][CH3:28])=[O:25])=[CH:4][CH:3]=1. Reported procedure: To a mixed suspension of 7-chloro-2,4-dioxo-1,2,3,4-tetrahydroquinazoline (20 g) and hexamethyldisilazane (16.42 g) in toluene (60 ml) was added sulfuric acid (0.80 g) dropwise and the silylation reaction was carried out at an internal temperature of 110˜120° C. for 6 hours. After completion of silylation, the toluene was distilled off to recover a concentrate containing 7-chloro-2,4-bis(trimethylsilyloxy)quinazoline. To this concentrate were added propylene carbonate (40 ml), ethyl chloroacetat...